This data is from the Open Reaction Database (ORD), a public repository of structured organic reaction records. The task is: describe an organic reaction: reactants, conditions, products, and yield The reactants are Br[Mg]c1ccccc1 (effective_coupling_partner), COc2ccc(C(O)c1ccccc1)cc2 (substrate). The reagents and catalysts are PPhCy2. Reaction conditions: temperature 80 celsius, time 15 hour. Yields the product OC(c1ccccc1)c3ccc(c2ccccc2)cc3. Reactants: C(CCC)(=O)C=1OC2=C(C1)C=C(C=C2)Cl (2-butyryl-5-chlorobenzofuran), [OH-].[K+] (potassium hydroxide), NN (hydrazine), C(COCCO)O (diethylene glycol). Solvent: O (water). Yields the product C(CCC)C=1OC2=C(C1)C=C(C=C2)Cl (2-n-butyl-5-chlorobenzofuran). Reaction SMILES: [C:1]([C:6]1[O:7][C:8]2[CH:14]=[CH:13][C:12]([Cl:15])=[CH:11][C:9]=2[CH:10]=1)(=O)[CH2:2][CH2:3][CH3:4].NN.C(O)COCCO.[OH-].[K+]>O>[CH2:1]([C:6]1[O:7][C:8]2[CH:14]=[CH:13][C:12]([Cl:15])=[CH:11][C:9]=2[CH:10]=1)[CH2:2][CH2:3][CH3:4] |f:3.4|. Procedure details: A mixture of 31.5 g. (0.14 mol.) of 2-butyryl-5-chlorobenzofuran and 35 ml. of 98% hydrazine in 70 ml. of diethylene glycol was warmed for a few minutes on a steam bath. Then 23.3 g. of potassium hydroxide was added and the reaction mixture was refluxed for two hours. After cooling, water was added to the mixture and the resulting aqueous solution was extracted with benzene. The extract was washed with water, 10% aqueous hydrochloric acid and water, dried (MgSO4) and concentrated in vacuo to yie... The reactants are N([C@@H](CCCNC(N[N+](=O)[O-])=N)C(=O)O)C(=O)OC(C)(C)C (BOC-Arg(NO2)), C(C)OCC (diethyl ether). The solvent is Cl.CC(=O)O (HCl AcOH), CO (MeOH). Yields the product N[C@@H](CCCNC(N[N+](=O)[O-])=N)C(=O)O (H-Arg(NO2)). The yield is 159.2%. RXN SMILES: [NH:1](C(OC(C)(C)C)=O)[C@H:2]([C:13]([OH:15])=[O:14])[CH2:3][CH2:4][CH2:5][NH:6][C:7](=[NH:12])[NH:8][N+:9]([O-:11])=[O:10].C(OCC)C>Cl.CC(O)=O.CO>[NH2:1][C@H:2]([C:13]([OH:15])=[O:14])[CH2:3][CH2:4][CH2:5][NH:6][C:7](=[NH:12])[NH:8][N+:9]([O-:11])=[O:10] |f:2.3|. Procedure: 45.4 Grams (0.1 mole) of BOC-Arg(NO2)-CHA was dissolved in 300 ml (0.6 mole) of 2N-HCl/AcOH with a small amount of MeOH, and the mixture was reacted at room temperature for 2 hours. After the reaction was completed, 300 ml of dried diethyl ether was added to the reaction mixture so as to precipitate the crystals. There was obtained 34.9 g (89.4%) of H-Arg(NO2)-CHA.HCl. Starting materials: FC1=C(C=CC(=C1)F)[N+](=O)[O-] (2,4-Difluoronitrobenzene), N1(CCNCC1)C(=O)OC(C)(C)C (t-butyl piperazine-1-carboxylate), C(C)(C)N(C(C)C)CC (N,N-diisopropylethylamine). The solvent is C(C)#N (acetonitrile). Product: FC=1C=CC(=C(C1)N1CCN(CC1)C(=O)OC(C)(C)C)[N+](=O)[O-] (t-Butyl 4-(5-fluoro-2-nitrophenyl)piperazine-1-carboxylate). As a reaction SMILES: F[C:2]1[CH:7]=[C:6]([F:8])[CH:5]=[CH:4][C:3]=1[N+:9]([O-:11])=[O:10].[N:12]1([C:18]([O:20][C:21]([CH3:24])([CH3:23])[CH3:22])=[O:19])[CH2:17][CH2:16][NH:15][CH2:14][CH2:13]1.C(N(CC)C(C)C)(C)C>C(#N)C>[F:8][C:6]1[CH:5]=[CH:4][C:3]([N+:9]([O-:11])=[O:10])=[C:2]([N:15]2[CH2:14][CH2:13][N:12]([C:18]([O:20][C:21]([CH3:24])([CH3:23])[CH3:22])=[O:19])[CH2:17][CH2:16]2)[CH:7]=1. Procedure: 2,4-Difluoronitrobenzene (10.0 g, 62.9 mmol), t-butyl piperazine-1-carboxylate (11.7 g, 62.9 mmol) and N,N-diisopropylethylamine (8.10 g, 62.9 mmol) were stirred at room temperature in dry acetonitrile (100 mL) for 16 h. The solvent was removed by rotary evaporation and the residue was dissolved in dichloromethane and washed with water. The dichloromethane was removed by rotary evaporation to collect the title compound (19.0 g, 93%). 1H NMR (400 MHz, CDCl3): δ 7.91 (dd, 1H), 6.75 (m, 2H), 3.60 (... Starting materials: CCC(C)NC, O=C(Cl)C(Cl)c1ccc(Cl)cc1Cl, Cl, C1COCCO1, O. Yields the product CCC(C)N(C)C(=O)C(Cl)c1ccc(Cl)cc1Cl. As a reaction SMILES: [CH3:1][CH:2]([CH2:3][CH3:4])[NH:5][CH3:6].[Cl:7][CH:8]([C:9](=[O:10])[Cl:11])[c:12]1[c:13]([Cl:19])[cH:14][c:15]([Cl:18])[cH:16][cH:17]1.[ClH:21].[O:22]1[CH2:23][CH2:24][O:25][CH2:26][CH2:27]1.[OH2:20]>>[CH3:1][CH:2]([CH2:3][CH3:4])[N:5]([CH3:6])[C:9]([CH:8]([Cl:7])[c:12]1[c:13]([Cl:19])[cH:14][c:15]([Cl:18])[cH:16][cH:17]1)=[O:10]. Reactants: ethylene ketal, O=C1CC(=C(CC1)CC(=O)OCC)C1=CC=CC=C1 (ethyl (4-keto-2-phenylcyclohex-1-enyl)-acetate). Reagents/catalysts: [Pd] (palladium-on-charcoal). The solvent is C(C)(=O)OCC (ethyl acetate). The product is ethylene ketal, O=C1C[C@@H]([C@@H](CC1)CC(=O)OCC)C1=CC=CC=C1 (ethyl (4-keto-2-phenyl-cis-cyclohexyl)acetate). Yield: 87.9%. RXN SMILES: [O:1]=[C:2]1[CH2:7][CH2:6][C:5]([CH2:8][C:9]([O:11][CH2:12][CH3:13])=[O:10])=[C:4]([C:14]2[CH:19]=[CH:18][CH:17]=[CH:16][CH:15]=2)[CH2:3]1>C(OCC)(=O)C.[Pd]>[O:1]=[C:2]1[CH2:7][CH2:6][C@@H:5]([CH2:8][C:9]([O:11][CH2:12][CH3:13])=[O:10])[C@@H:4]([C:14]2[CH:15]=[CH:16][CH:17]=[CH:18][CH:19]=2)[CH2:3]1. Procedure: A stirred solution of the ethylene ketal of ethyl (4-keto-2-phenylcyclohex-1-enyl)-acetate (7.0 g.) in ethyl acetate (70 ml.) was hydrogenated at atmospheric pressure over a 5% w/w palladium-on-charcoal catalyst (0.7 g.) for 16 hours. The mixture was filtered through diatomaceous earth and the filtrate was evaporated. The residue was purified by flash chromatography on silica, eluting with ether/hexane (4:6 v/v), to give the ethylene ketal of ethyl (4-keto-2-phenyl-cis-cyclohexyl)acetate (6.2 g.... The reactants are ClC1=NC=C(C(=N1)NC1CC(N2CCCC2C1)(C)C)C#N ((±)-2-chloro-4-(octahydro-5,5-dimethylindolizin-7-ylamino)pyrimidine-5-carbonitrile), C1(CC1)C1=CC(=C(C=C1N1N=NN=C1)N)F (4-cyclopropyl-2-fluoro-5-(1H-tetrazol-1-yl)benzeneamine), O.C1(=CC=C(C=C1)S(=O)(=O)O)C (para-toluenesulfonic acid monohydrate). Run in C(C)(C)O (isopropyl alcohol). Run at temperature 80 celsius, time 4 hour. Yields the product C1(CC1)C1=CC(=C(C=C1N1N=NN=C1)NC1=NC=C(C(=N1)NC1CC(N2CCCC2C1)(C)C)C#N)F ((±)-2-(4-cyclopropyl-2-fluoro-5-(1H-tetrazol-1-yl)phenylamino)-4-(octahydro-5,5-dimethylindolizin-7-ylamino)pyrimidine-5-carbonitrile). Reaction SMILES: Cl[C:2]1[N:7]=[C:6]([NH:8][CH:9]2[CH2:17][CH:16]3[N:12]([CH2:13][CH2:14][CH2:15]3)[C:11]([CH3:19])([CH3:18])[CH2:10]2)[C:5]([C:20]#[N:21])=[CH:4][N:3]=1.[CH:22]1([C:25]2[C:30]([N:31]3[CH:35]=[N:34][N:33]=[N:32]3)=[CH:29][C:28]([NH2:36])=[C:27]([F:37])[CH:26]=2)[CH2:24][CH2:23]1.O.C1(C)C=CC(S(O)(=O)=O)=CC=1>C(O)(C)C>[CH:22]1([C:25]2[C:30]([N:31]3[CH:35]=[N:34][N:33]=[N:32]3)=[CH:29][C:28]([NH:36][C:2]3[N:7]=[C:6]([NH:8][CH:9]4[CH2:17][CH:16]5[N:12]([CH2:13][CH2:14][CH2:15]5)[C:11]([CH3:19])([CH3:18])[CH2:10]4)[C:5]([C:20]#[N:21])=[CH:4][N:3]=3)=[C:27]([F:37])[CH:26]=2)[CH2:24][CH2:23]1 |f:2.3|. Reported procedure: A mixture of (±)-2-chloro-4-(octahydro-5,5-dimethylindolizin-7-ylamino)pyrimidine-5-carbonitrile (60 mg of 70% pure material from previous step), 4-cyclopropyl-2-fluoro-5-(1H-tetrazol-1-yl)benzeneamine (65 mg, 0.3 mmol; prepared according to U.S. patent application Ser. No. 13/188,222, filed Jul. 21, 2011, now U.S. patent application publication US2012/0022092) and para-toluenesulfonic acid monohydrate (37 mg, 0.2 mmol) in isopropyl alcohol (3 ml) were combined in a sealed vial, heated to 80° C....